This data is from the Open Reaction Database (ORD), a public repository of structured organic reaction records. The task is: describe an organic reaction: reactants, conditions, products, and yield The reactants are CC(=O)N1N=C(c2ccc([N+](=O)[O-])cc2)c2cc3c(cc2CC1C)OCO3, [H][H]. The product is CC(=O)N1N=C(c2ccc(N)cc2)c2cc3c(cc2CC1C)OCO3. RXN SMILES: [C:1]([CH3:2])(=[O:3])[N:4]1[N:5]=[C:6]([c:19]2[cH:20][cH:21][c:22]([N+:25]([O-:26])=[O:27])[cH:23][cH:24]2)[c:7]2[c:8]([cH:12][c:13]3[c:14]([cH:15]2)[O:16][CH2:17][O:18]3)[CH2:9][CH:10]1[CH3:11].[H:28][H:29]>>[C:1]([CH3:2])(=[O:3])[N:4]1[N:5]=[C:6]([c:19]2[cH:20][cH:21][c:22]([NH2:25])[cH:23][cH:24]2)[c:7]2[c:8]([cH:12][c:13]3[c:14]([cH:15]2)[O:16][CH2:17][O:18]3)[CH2:9][CH:10]1[CH3:11]. The reactants are COC(=O)c1cnc(Br)s1, C1=C(C2=NNCCCCCCCC2)CCCCCCCCC1, CS(C)=O, Cl, [I-], [K+], CC(C)(C)OC(=O)N1CCNCC1, O. Product: COC(=O)c1cnc(N2CCN(C(=O)OC(C)(C)C)CC2)s1. RXN SMILES: [Br:14][c:15]1[s:16][c:17]([C:20](=[O:21])[O:22][CH3:23])[cH:18][n:19]1.[C:24]1([C:25]2=[CH:35][CH2:34][CH2:33][CH2:32][CH2:31][CH2:30][CH2:29][CH2:28][CH2:27][CH2:26]2)=[N:45][NH:44][CH2:43][CH2:42][CH2:41][CH2:40][CH2:39][CH2:38][CH2:37][CH2:36]1.[CH3:49][S:50]([CH3:51])=[O:52].[ClH:48].[I-:47].[K+:46].[N:1]1([C:7](=[O:8])[O:9][C:10]([CH3:11])([CH3:12])[CH3:13])[CH2:2][CH2:3][NH:4][CH2:5][CH2:6]1.[OH2:53]>>[N:1]1([C:7](=[O:8])[O:9][C:10]([CH3:11])([CH3:12])[CH3:13])[CH2:2][CH2:3][N:4]([c:15]2[s:16][c:17]([C:20](=[O:21])[O:22][CH3:23])[cH:18][n:19]2)[CH2:5][CH2:6]1. The reactants are CSC1=CC=C(C=C1)C1=CC(NC=C1)=O (4-(4-(methylthio)phenyl)pyridine-2(1H)-one), BrC1=CC=C2C3=C(N(C2=C1)C)CN(CC3)C(=O)OC(C)(C)C (tert-butyl 7-bromo-9-methyl-3,4-dihydro-1H-pyrido[3,4-b]indole-2(9H)-carboxylate), OC=1C=CC=C2C=CC=NC12 (8-hydroxyquinoline), C(=O)([O-])[O-].[Cs+].[Cs+] (Cs2CO3). Reagents/catalysts: [Cu]I (CuI). Solvent: CS(=O)C (DMSO). Conditions: temperature 135 celsius, time 8 hour. Yields the product EtOAc hexanes, CN1C2=C(C3=CC=C(C=C13)N1C(C=C(C=C1)C1=CC=C(C=C1)SC)=O)CCN(C2)C(=O)OC(C)(C)C (tert-Butyl 9-methyl-7-(4-(4-(methylthio)phenyl)-2-oxopyridin-1(2H)-yl)-3,4-dihydro-1H-pyrido[3,4-b]indole-2(9H)-carboxylate). The yield is 38.3%. As a reaction SMILES: [CH3:1][S:2][C:3]1[CH:8]=[CH:7][C:6]([C:9]2[CH:14]=[CH:13][NH:12][C:11](=[O:15])[CH:10]=2)=[CH:5][CH:4]=1.Br[C:17]1[CH:25]=[C:24]2[C:20]([C:21]3[CH2:30][CH2:29][N:28]([C:31]([O:33][C:34]([CH3:37])([CH3:36])[CH3:35])=[O:32])[CH2:27][C:22]=3[N:23]2[CH3:26])=[CH:19][CH:18]=1.OC1C=CC=C2C=1N=CC=C2.C([O-])([O-])=O.[Cs+].[Cs+]>CS(C)=O.[Cu]I>[CH3:26][N:23]1[C:24]2[C:20](=[CH:19][CH:18]=[C:17]([N:12]3[CH:13]=[CH:14][C:9]([C:6]4[CH:7]=[CH:8][C:3]([S:2][CH3:1])=[CH:4][CH:5]=4)=[CH:10][C:11]3=[O:15])[CH:25]=2)[C:21]2[CH2:30][CH2:29][N:28]([C:31]([O:33][C:34]([CH3:37])([CH3:36])[CH3:35])=[O:32])[CH2:27][C:22]1=2 |f:3.4.5|. Reported procedure: A suspension of 4-(4-(methylthio)phenyl)pyridine-2(1H)-one (110 mg, 0.505 mmol), tert-butyl 7-bromo-9-methyl-3,4-dihydro-1H-pyrido[3,4-b]indole-2(9H)-carboxylate (203 mg, 0.555 mmol), CuI (115 mg, 0.606 mmol), 8-hydroxyquinoline (15 mg, 0.10 mmol) and Cs2CO3 (181 mg, 0.555 mmol) in DMSO (10 mL) was degassed under reduced pressure for 45 min. The suspension was put under N2 and stirred at 135° C. overnight. The suspension was cooled, 9:0.9:0.1 CH2Cl2/MeOH/NH4OH was added, and the resulting suspen... Procedure: To a solution of 8-methyl-6-(pyridin-3-yl)imidazo[1,2-a]pyridine-3-carbaldehyde (Intermediate 5, 80 mg, 0.337 mmol) in ethanol (10 mL) was added methyl hydrazine (0.035 mL, 0.675 mmol) at RT. The reaction mixture was heated at 80° C. for 4 hours. Ethanol was evaporated. Pyridine (5 mL) was added to this residue, followed by addition 2-methyl-5-fluoro benzene sulfonylchloride (105 mg, 0.506 mmol). The reaction mixture was stirred at RT overnight. Pyridine was evaporated. Water was added to this r... Yields the product FC=1C=CC(=C(C1)S(=O)(=O)N(/N=C/C1=CN=C2N1C=C(C=C2C)C=2C=NC=CC2)C)C ((E)-5-Fluoro-N,2-dimethyl-N′-((8-methyl-6-(pyridin-3-yl) imidazo[1,2-a]pyridin-3-yl)methylene)benzenesulfonohydrazide). Conditions: temperature 80 celsius, time 8 hour. Run in C(C)O (ethanol). The reactants are CC1=C(C=C(C=C1)F)S(=O)(=O)Cl (2-methyl-5-fluoro benzene sulfonylchloride), CC=1C=2N(C=C(C1)C=1C=NC=CC1)C(=CN2)C=O (8-methyl-6-(pyridin-3-yl)imidazo[1,2-a]pyridine-3-carbaldehyde), CC=1C=2N(C=C(C1)C=1C=NC=CC1)C(=CN2)C=O (8-methyl-6-(pyridin-3-yl)imidazo[1,2-a]pyridine-3-carbaldehyde), CNN (methyl hydrazine). As a reaction SMILES: [CH3:1][C:2]1[C:3]2[N:4]([C:14]([CH:17]=O)=[CH:15][N:16]=2)[CH:5]=[C:6]([C:8]2[CH:9]=[N:10][CH:11]=[CH:12][CH:13]=2)[CH:7]=1.[CH3:19][NH:20][NH2:21].[CH3:22][C:23]1[CH:28]=[CH:27][C:26]([F:29])=[CH:25][C:24]=1[S:30](Cl)(=[O:32])=[O:31]>C(O)C>[F:29][C:26]1[CH:27]=[CH:28][C:23]([CH3:22])=[C:24]([S:30]([N:20]([CH3:19])/[N:21]=[CH:17]/[C:14]2[N:4]3[CH:5]=[C:6]([C:8]4[CH:9]=[N:10][CH:11]=[CH:12][CH:13]=4)[CH:7]=[C:2]([CH3:1])[C:3]3=[N:16][CH:15]=2)(=[O:32])=[O:31])[CH:25]=1. Reactants: BrC1=C(C(=C(C(=C1)F)F)F)F (1-bromo-2,3,4,5-tetrafluorobenzene), [OH-].[NH4+] (ammonium hydroxide). Run in O (water). Conditions: temperature 150 celsius. Yields the product BrC=1C(=C(N)C(=C(C1)F)F)F (3-Bromo-2,5,6-trifluoroaniline). As a reaction SMILES: [Br:1][C:2]1[CH:7]=[C:6]([F:8])[C:5]([F:9])=[C:4](F)[C:3]=1[F:11].[OH-].[NH4+:13]>O>[Br:1][C:2]1[C:3]([F:11])=[C:4]([C:5]([F:9])=[C:6]([F:8])[CH:7]=1)[NH2:13] |f:1.2|. Reported procedure: To a microwave tube was added 1-bromo-2,3,4,5-tetrafluorobenzene (1.0 g) and 28% aqueous ammonium hydroxide (5 mL). The mixture was heated under microwave irradiation at 150° C. for 2 hrs, then the mixture was poured into water and extracted with hexane. The organic layer was separated, dried with MgSO4, then concentrated. The residue was purified by silica gel flash chromatography (9:1 hexanes/ethyl acetate eluant) afford the title compound as a colorless liquid. 1H NMR (400 MHz, CDCl3) δ 6.75 ... Starting materials: FC1=C(C=C(C(=C1)Cl)OC(=O)OC)NC(OCC)=O (ethyl N-(2-fluoro-4-chloro-5-methoxycarbonyloxyphenyl)carbamate), C([O-])([O-])=O.[K+].[K+] (potassium carbonate). Run in O (water). Yields the product FC1=C(C=C(C(=C1)Cl)O)NC(OCC)=O (ethyl N-(2-fluoro-4-chloro-5-hydroxyphenyl)carbamate). RXN SMILES: [F:1][C:2]1[CH:7]=[C:6]([Cl:8])[C:5]([O:9]C(OC)=O)=[CH:4][C:3]=1[NH:14][C:15](=[O:19])[O:16][CH2:17][CH3:18].C(=O)([O-])[O-].[K+].[K+]>O>[F:1][C:2]1[CH:7]=[C:6]([Cl:8])[C:5]([OH:9])=[CH:4][C:3]=1[NH:14][C:15](=[O:19])[O:16][CH2:17][CH3:18] |f:1.2.3|. Procedure details: The resulting ethyl N-(2-fluoro-4-chloro-5-methoxycarbonyloxyphenyl)carbamate (45.2 g, 155 mmol) was reacted with potassium carbonate (21.4 g, 155 mmol) and water (100 ml) for 2 hours while heating under refluxing. After completion of the reaction, the mixture was cooled to room temperature, the solvent was distilled off under reduced pressure. The residue was made acidic by adding 1N hydrochloric acid (300 ml), and extracted with ethyl acetate (100 ml×3 times). The organic layer was washed with...